This data is from the Open Reaction Database (ORD), a public repository of structured organic reaction records. The task is: describe an organic reaction: reactants, conditions, products, and yield The reactants are C12C(C3CC(CC(C1)C3)C2)NC(=O)N2CC3(CCC2)C(C2=CC=CC=C2C3)O (N-(2-adamantyl)-1-hydroxy-1,3-dihydrospiro[indene-2,3′-piperidine]-1′-carboxamide). The reagents and catalysts are [OH-].[OH-].[Pd+2] (Pd(OH)2). Run in C(C)O (ethanol). Run at time 4 hour. Product: C12C(C3CC(CC(C1)C3)C2)NC(=O)N2CC3(CCC2)CC2=CC=CC=C2C3 (N-(2-adamantyl)-1,3-dihydrospiro[indene-2,3′-piperidine]-1′-carboxamide). Yield: 26.4%. As a reaction SMILES: [CH:1]12[CH2:10][CH:5]3[CH2:6][CH:7]([CH2:9][CH:3]([CH2:4]3)[CH:2]1[NH:11][C:12]([N:14]1[CH2:19][CH2:18][CH2:17][C:16]3([CH2:27][C:26]4[C:21](=[CH:22][CH:23]=[CH:24][CH:25]=4)[CH:20]3O)[CH2:15]1)=[O:13])[CH2:8]2>C(O)C.[OH-].[OH-].[Pd+2]>[CH:1]12[CH2:8][CH:7]3[CH2:6][CH:5]([CH2:4][CH:3]([CH2:9]3)[CH:2]1[NH:11][C:12]([N:14]1[CH2:19][CH2:18][CH2:17][C:16]3([CH2:27][C:26]4[C:21](=[CH:22][CH:23]=[CH:24][CH:25]=4)[CH2:20]3)[CH2:15]1)=[O:13])[CH2:10]2 |f:2.3.4|. Procedure details: To a solution of N-(2-adamantyl)-1-hydroxy-1,3-dihydrospiro[indene-2,3′-piperidine]-1′-carboxamide (20 mg, 0.052 mmol) in ethanol (3 mL) was added Pd(OH)2 (10 mg), then the reaction mixture was stirred for 4 h at rt under a hydrogen atmosphere. The reaction mixture was filtered and the filtrate was evaporated to give a residue, which was purified by preparative HPLC to afford N-(2-adamantyl)-1,3-dihydrospiro[indene-2,3′-piperidine]-1′-carboxamide (5 mg, 29%): LC-MS Method 5 tR=3.057 min, m/z=365... The reactants are N1N=NC(=C1)CCC(=O)Cl (3-(1H-1,2,3-Triazol-4-yl)propanoyl chloride), CCN(C(C)C)C(C)C (Huenig's Base), Cl.NC1CCN(CC1)C(=O)OCC1=CC(=CC(=C1)C#N)Cl (3-chloro-5-cyanobenzyl 4-aminopiperidine-1-carboxylate HCl salt). The solvent is C(Cl)Cl (DCM), C(Cl)Cl (DCM), C(Cl)Cl (DCM). Reaction conditions: time 1 hour. Product: N1N=NC(=C1)CCC(=O)NC1CCN(CC1)C(=O)OCC1=CC(=CC(=C1)C#N)Cl (3-chloro-5-cyanobenzyl 4-(3-(1H-1,2,3-triazol-4-yl)propanamido)piperidine-1-carboxylate). As a reaction SMILES: Cl.[NH2:2][CH:3]1[CH2:8][CH2:7][N:6]([C:9]([O:11][CH2:12][C:13]2[CH:18]=[C:17]([C:19]#[N:20])[CH:16]=[C:15]([Cl:21])[CH:14]=2)=[O:10])[CH2:5][CH2:4]1.CCN(C(C)C)C(C)C.[NH:31]1[CH:35]=[C:34]([CH2:36][CH2:37][C:38](Cl)=[O:39])[N:33]=[N:32]1>C(Cl)Cl>[NH:31]1[CH:35]=[C:34]([CH2:36][CH2:37][C:38]([NH:2][CH:3]2[CH2:8][CH2:7][N:6]([C:9]([O:11][CH2:12][C:13]3[CH:18]=[C:17]([C:19]#[N:20])[CH:16]=[C:15]([Cl:21])[CH:14]=3)=[O:10])[CH2:5][CH2:4]2)=[O:39])[N:33]=[N:32]1 |f:0.1|. Procedure: To a suspension of 3-chloro-5-cyanobenzyl 4-aminopiperidine-1-carboxylate HCl salt (Example 64, step 3) (234 mg, 0.709 mmol) in DCM (5 mL) at RT under nitrogen was added Huenig's Base (0.248 mL, 1.418 mmol). 3-(1H-1,2,3-Triazol-4-yl)propanoyl chloride (113 mg, 0.709 mmol) in DCM (2 mL) was then added and the mixture stirred for 1 hour. The reaction mixture was diluted with DCM and washed with a 10% solution of citric acid, a saturated solution of brine and then the organic portion was dried over... Reactants: C1(=CC=CC=C1)O (Phenol), C([O-])([O-])=O.[Cs+].[Cs+] (cesium carbonate), CS(=O)(=O)OCC=1C=C(C=O)C=CC1OCC1=CC=CC=C1 (3-[[(methylsulfonyl)oxy]methyl]-4-phenylmethoxybenzaldehyde). Solvent: CN(C=O)C (dimethylformamide). Product: O(C1=CC=CC=C1)CC=1C=C(C=O)C=CC1OCC1=CC=CC=C1 (3-[(phenoxy)methyl]-4-phenylmethoxybenzaldehyde). Yield: 75.5%. As a reaction SMILES: [C:1]1([OH:7])[CH:6]=[CH:5][CH:4]=[CH:3][CH:2]=1.C(=O)([O-])[O-].[Cs+].[Cs+].CS(O[CH2:19][C:20]1[CH:21]=[C:22]([CH:25]=[CH:26][C:27]=1[O:28][CH2:29][C:30]1[CH:35]=[CH:34][CH:33]=[CH:32][CH:31]=1)[CH:23]=[O:24])(=O)=O>CN(C)C=O>[O:7]([CH2:19][C:20]1[CH:21]=[C:22]([CH:25]=[CH:26][C:27]=1[O:28][CH2:29][C:30]1[CH:35]=[CH:34][CH:33]=[CH:32][CH:31]=1)[CH:23]=[O:24])[C:1]1[CH:6]=[CH:5][CH:4]=[CH:3][CH:2]=1 |f:1.2.3|. Procedure details: Phenol (100 mg), cesium carbonate (100 mg) and 3-[[(methylsulfonyl)oxy]methyl]-4-phenylmethoxybenzaldehyde (120 mg) were heated in dimethylformamide (1 ml) at approx. 80° C. for about 30 minutes. TLC showed that the reaction was almost complete so the reaction mixture was partitioned between diethyl ether and water. The organic layer was washed with brine, dried over sodium sulfate, filtered and concentrated under reduced pressure to give an oil. The residue was purified via flash column chromat... Starting materials: ( 100 ), ( 32 ), ( 43 ), ( 18 ), ( 15 ), CC1=NOC(=C1)CCC(C)C (3-methyl-5-(3-methylbutyl)-isoxazole), CC1=NOC(=C1)C(CC)=CCCC (3-methyl-5-(hept-3-en-3-yl)-isoxazole), ( 18 ). Yields the product CC1=NOC(=C1)C=1OC=CC1 (3-methyl-5-(2-furyl)-isoxazole). Reaction SMILES: [CH3:1][C:2]1[CH:6]=[C:5]([CH2:7][CH2:8][CH:9]([CH3:11])C)[O:4][N:3]=1.CC1C=C(C(=CCCC)CC)[O:15]N=1>>[CH3:1][C:2]1[CH:6]=[C:5]([C:7]2[O:15][CH:11]=[CH:9][CH:8]=2)[O:4][N:3]=1. Procedure: MS: M+ =149 (100); m/e: 120 (2), 106 (4), 95 (43), 82 (32), 66 (18), 52 (15), 39 (18). Starting materials: COC(=O)c1c(C(=O)O)nc2n1-c1ccc(Cl)cc1C(c1ccccc1F)=NC2, CN(C)C=O, CO, O=C(Cl)C(=O)Cl, C1CCOC1, c1ccncc1. Yields the product COC(=O)c1nc2n(c1C(=O)OC)-c1ccc(Cl)cc1C(c1ccccc1F)=NC2. As a reaction SMILES: [CH3:1][O:2][C:3](=[O:4])[c:5]1[c:6]([C:27](=[O:28])[OH:29])[n:7][c:8]2[n:9]1-[c:10]1[c:11]([cH:22][c:23]([Cl:26])[cH:24][cH:25]1)[C:12]([c:15]1[c:16]([F:21])[cH:17][cH:18][cH:19][cH:20]1)=[N:13][CH2:14]2.[CH3:30][N:31]([CH3:32])[CH:33]=[O:34].[CH3:52][OH:53].[Cl:35][C:36]([C:37]([Cl:38])=[O:39])=[O:40].[O:47]1[CH2:48][CH2:49][CH2:50][CH2:51]1.[cH:41]1[cH:42][cH:43][n:44][cH:45][cH:46]1>>[CH3:1][O:2][C:3](=[O:4])[c:5]1[c:6]([C:27](=[O:28])[O:29][CH3:30])[n:7][c:8]2[n:9]1-[c:10]1[c:11]([cH:22][c:23]([Cl:26])[cH:24][cH:25]1)[C:12]([c:15]1[c:16]([F:21])[cH:17][cH:18][cH:19][cH:20]1)=[N:13][CH2:14]2. The reactants are FC1=CC=C(C=C1)CC1=CC=C(C=C1)N1CCNCC1 (1-[4-(4-fluorophenyl)methylphenyl]piperazine), FC1=CC=C(C=CCBr)C=C1 (4-fluorocinnamyl bromide). Product: FC1=CC=C(C=C1)CC1=CC=C(C=C1)N1CCN(CC1)C\C=C\C1=CC=C(C=C1)F ((E)-1-[4-(4-fluorophenyl)methylphenyl]-4-[3-(4-fluorophenyl)-2-propenyl]piperazine). RXN SMILES: [F:1][C:2]1[CH:7]=[CH:6][C:5]([CH2:8][C:9]2[CH:14]=[CH:13][C:12]([N:15]3[CH2:20][CH2:19][NH:18][CH2:17][CH2:16]3)=[CH:11][CH:10]=2)=[CH:4][CH:3]=1.[F:21][C:22]1[CH:31]=[CH:30][C:25]([CH:26]=[CH:27][CH2:28]Br)=[CH:24][CH:23]=1>>[F:1][C:2]1[CH:3]=[CH:4][C:5]([CH2:8][C:9]2[CH:14]=[CH:13][C:12]([N:15]3[CH2:16][CH2:17][N:18]([CH2:28]/[CH:27]=[CH:26]/[C:25]4[CH:30]=[CH:31][C:22]([F:21])=[CH:23][CH:24]=4)[CH2:19][CH2:20]3)=[CH:11][CH:10]=2)=[CH:6][CH:7]=1. Procedure details: The same procedure was followed as in Example 11 using the compound (10) synthesized in Example 3 and 4-fluorocinnamyl bromide to produce the above. Starting materials: CC([C@H](C(=O)O)N1C(C2=CC(=CC=C2C1)C1=CC=C(C=C1)NC(=O)NC1=CC(=CC=C1)C(F)(F)F)=O)C ((R)-3-Methyl-2-(1-oxo-6-(4-(3-(3-(trifluoromethyl)phenyl)ureido)phenyl)iso indolin-2-yl)butanoic acid), O=C1N(CC2=CC=C(C=C12)C1=CC=C(C=C1)NC(=O)NC1=CC(=CC=C1)C(F)(F)F)[C@H](C(=O)OC)C ((S)-Methyl 2-(1-oxo-6-(4-(3-(3-(trifluoromethyl)phenyl)ureido)phenyl)isoindolin-2-yl)propanoate). Yields the product O=C1N(CC2=CC=C(C=C12)C1=CC=C(C=C1)NC(=O)NC1=CC(=CC=C1)C(F)(F)F)[C@H](C(=O)O)C ((S)-2-(1-Oxo-6-(4-(3-(3-(trifluoromethyl)phenyl)ureido)phenyl)isoindolin-2-yl)propanoic acid). Yield: 82.0%. As a reaction SMILES: C[CH:2](C)[C@@H:3]([N:7]1[CH2:15][C:14]2[C:9](=[CH:10][C:11]([C:16]3[CH:21]=[CH:20][C:19]([NH:22][C:23]([NH:25][C:26]4[CH:31]=[CH:30][CH:29]=[C:28]([C:32]([F:35])([F:34])[F:33])[CH:27]=4)=[O:24])=[CH:18][CH:17]=3)=[CH:12][CH:13]=2)[C:8]1=[O:36])[C:4]([OH:6])=[O:5].O=C1C2C(=CC=C(C3C=CC(NC(NC4C=CC=C(C(F)(F)F)C=4)=O)=CC=3)C=2)CN1[C@@H](C)C(OC)=O>>[O:36]=[C:8]1[C:9]2[C:14](=[CH:13][CH:12]=[C:11]([C:16]3[CH:21]=[CH:20][C:19]([NH:22][C:23]([NH:25][C:26]4[CH:31]=[CH:30][CH:29]=[C:28]([C:32]([F:34])([F:33])[F:35])[CH:27]=4)=[O:24])=[CH:18][CH:17]=3)[CH:10]=2)[CH2:15][N:7]1[C@@H:3]([CH3:2])[C:4]([OH:6])=[O:5]. Reported procedure: The compound of example 337 was prepared analogous to compound of example 331 by hydrolysis of the compound of example 336. The reactants are CCN=C=NCCCN(C)C, CC#N, Cl, NC(Cc1cccc(OC(F)(F)C(F)F)c1)C(O)c1cccc(F)c1, O, O, On1nnc2ccccc21, O=C(O)c1cccc2c1C=CCCC2. Product: O=C(NC(Cc1cccc(OC(F)(F)C(F)F)c1)C(O)c1cccc(F)c1)c1cccc2c1C=CCCC2. RXN SMILES: [CH2:41]([N:42]=[C:43]=[N:44][CH2:45][CH2:46][CH2:47][N:48]([CH3:49])[CH3:50])[CH3:51].[CH3:63][C:64]#[N:65].[ClH:40].[NH2:1][CH:2]([CH:3]([OH:4])[c:5]1[cH:6][c:7]([F:11])[cH:8][cH:9][cH:10]1)[CH2:12][c:13]1[cH:14][c:15]([O:19][C:20]([CH:21]([F:22])[F:23])([F:24])[F:25])[cH:16][cH:17][cH:18]1.[OH2:52].[OH2:66].[OH:53][n:54]1[c:55]2[cH:56][cH:57][cH:58][cH:59][c:60]2[n:61][n:62]1.[c:26]1([C:37](=[O:38])[OH:39])[cH:27][cH:28][cH:29][c:30]2[c:31]1[CH:32]=[CH:33][CH2:34][CH2:35][CH2:36]2>>[NH:1]([CH:2]([CH:3]([OH:4])[c:5]1[cH:6][c:7]([F:11])[cH:8][cH:9][cH:10]1)[CH2:12][c:13]1[cH:14][c:15]([O:19][C:20]([CH:21]([F:22])[F:23])([F:24])[F:25])[cH:16][cH:17][cH:18]1)[C:37]([c:26]1[cH:27][cH:28][cH:29][c:30]2[c:31]1[CH:32]=[CH:33][CH2:34][CH2:35][CH2:36]2)=[O:38]. Starting materials: [K] (potassium), [N+](=O)([O-])C1=C(C(=O)O)C=CC=C1C (2-nitro-3-methylbenzoic acid), CC1=C(C(C(=O)O)=CC=C1)N (3-methylanthranilic acid), [K] (potassium). Reagents/catalysts: [Pd] (Palladium-charcoal). Run in CO.O (methanol H2O). Run at temperature 150 celsius, time 2 hour. The product is CC1=C(C(C(=O)O)=CC=C1)NC1=C(C=CC=C1)C(=O)O (3-Methyl-N-(2-carboxyphenyl)anthranilic acid). Reaction SMILES: [K].[CH3:2][C:3]1[CH:11]=[CH:10][CH:9]=[C:5]([C:6]([OH:8])=[O:7])[C:4]=1[NH2:12].[N+]([C:16]1[C:24](C)=[CH:23][CH:22]=[CH:21][C:17]=1[C:18]([OH:20])=[O:19])([O-])=O>[Pd].CO.O>[CH3:2][C:3]1[CH:11]=[CH:10][CH:9]=[C:5]([C:6]([OH:8])=[O:7])[C:4]=1[NH:12][C:16]1[CH:24]=[CH:23][CH:22]=[CH:21][C:17]=1[C:18]([OH:20])=[O:19] |f:4.5,^1:0|. Reported procedure: The potassium salt of 3-methylanthranilic acid was generated by hydrogenation (Palladium-charcoal catalyst) of a solution of the potassium salt of 2-nitro-3-methylbenzoic acid (37.4 gm) in methanol-H2O (1:4 v/v) with following clarification and evaporation to dryness. To this potassium salt were added 2-chlorobenzoic acid (34.5 gm), K2CO3 (34.5 gm), catalytic Cu powder (0.3 gm), CuBr (0.3 gm), N-methyl-2-pyrrolidone (45 ml) and 2-ethoxyethanol (45 ml) and the mixture was heated in an oil bath at...